This data is from the Open Reaction Database (ORD), a public repository of structured organic reaction records. The task is: describe an organic reaction: reactants, conditions, products, and yield Starting materials: C([O-])([O-])=O.[K+].[K+] (potassium carbonate), [I-].[K+] (potassium iodide), OC=1C=C(C#N)C=CC1 (3-hydroxybenzonitrile), Cl (Hydrochloric acid), ClCCCCC(=O)C1=CC=C(C#N)C=C1 (4-(5-chloro-1-oxopentyl)benzonitrile). Run in CN(C=O)C (dimethylformamide). Reaction conditions: temperature 70 celsius, time 8 hour. Product: C(#N)C1=CC=C(C=C1)C(CCCCOC=1C=C(C#N)C=CC1)=O (3-[5-(4-cyanophenyl)-5-oxopentyl]oxybenzonitrile). RXN SMILES: Cl[CH2:2][CH2:3][CH2:4][CH2:5][C:6]([C:8]1[CH:15]=[CH:14][C:11]([C:12]#[N:13])=[CH:10][CH:9]=1)=[O:7].C(=O)([O-])[O-].[K+].[K+].[I-].[K+].[OH:24][C:25]1[CH:26]=[C:27]([CH:30]=[CH:31][CH:32]=1)[C:28]#[N:29].Cl>CN(C)C=O>[C:12]([C:11]1[CH:14]=[CH:15][C:8]([C:6](=[O:7])[CH2:5][CH2:4][CH2:3][CH2:2][O:24][C:25]2[CH:26]=[C:27]([CH:30]=[CH:31][CH:32]=2)[C:28]#[N:29])=[CH:9][CH:10]=1)#[N:13] |f:1.2.3,4.5|. Reported procedure: 53 mg (0.24 mmol) of 4-(5-chloro-1-oxopentyl)benzonitrile was dissolved in 2 ml of dimethylformamide. 33 mg (0.24 mmol) of potassium carbonate, 40 mg of potassium iodide and 29 mg (0.24 mmol) of 3-hydroxybenzonitrile were added to the solution, and they were stirred at 70° C. overnight. 1 N Hydrochloric acid was added to the reaction mixture. After the extraction with ethyl acetate, the extract was washed with 1 N aqueous sodium hydroxide solution and saturated aqueous common salt solution, and ... Reactants: S(O)(O)(=O)=O (sulfuric acid), O (water), BrCCC1OCCO1 (2-(2-bromoethyl)-dioxolane), C(=C\CC)/C(CO)CO ((E)-2-but-1-enyl-1,3-propanediol). Solvent: C1(=CC=CC=C1)C (toluene), C(C)N(CC)CC (triethylamine). Product: BrCCC1OCC(CO1)\C=C\CC ((E)-2-(2-bromoethyl)-5-but-1-enyl-1,3-dioxane). RXN SMILES: [Br:1][CH2:2][CH2:3][CH:4]1OCCO1.[CH:9](/[CH:13]([CH2:16][OH:17])[CH2:14][OH:15])=[CH:10]\[CH2:11][CH3:12].S(=O)(=O)(O)O.O>C1(C)C=CC=CC=1.C(N(CC)CC)C>[Br:1][CH2:2][CH2:3][CH:4]1[O:17][CH2:16][CH:13](/[CH:9]=[CH:10]/[CH2:11][CH3:12])[CH2:14][O:15]1. Procedure: A solution of 14.4 ml of 2-(2-bromoethyl)-dioxolane and 20.6 g of (E)-2-but-1-enyl-1,3-propanediol in 200 ml of toluene was heated to slight boiling overnight with 2.7 ml of 10% aqueous sulfuric acid (v/v) and 8 ml of water. The mixture was treated with 6 ml of triethylamine and the aqueous phase was separated. The organic phase was washed with semi-conc. sodium chloride solution, dried over sodium sulfate, filtered and concentrated. The resulting orange oil (31.3 g) was chromatographed on 400 g... Starting materials: OC1=C(C=O)C=CC(=C1)O (2,4-dihydroxybenzaldehyde), C([O-])([O-])=O.[K+].[K+] (potassium carbonate), C(C=C)Br (allyl bromide), [I-].[K+] (potassium iodide). Reagents/catalysts: [Br-].C(CCC)[N+](CCCC)(CCCC)CCCC (tetrabutylammonium bromide). Solvent: C(C)C(=O)C (methyl ethyl ketone). The product is C(C=C)OC1=C(C=O)C=CC(=C1)O (2-Allyloxy-4-hydroxybenzaldehyde). RXN SMILES: [OH:1][C:2]1[CH:9]=[C:8]([OH:10])[CH:7]=[CH:6][C:3]=1[CH:4]=[O:5].C(=O)([O-])[O-].[K+].[K+].[CH2:17](Br)[CH:18]=[CH2:19].[I-].[K+]>C(C(C)=O)C.[Br-].C([N+](CCCC)(CCCC)CCCC)CCC>[CH2:19]([O:1][C:2]1[CH:9]=[C:8]([OH:10])[CH:7]=[CH:6][C:3]=1[CH:4]=[O:5])[CH:18]=[CH2:17] |f:1.2.3,5.6,8.9|. Procedure: 15.23 g of 2,4-dihydroxybenzaldehyde was dissolved in 200 ml of methyl ethyl ketone. Then, 15.54 g of potassium carbonate, 9.73 ml of allyl bromide, 18.67 g of potassium iodide, and 3.55 g of tetrabutylammonium bromide were successively added to the reaction solution. This reaction solution was heated to reflux under nitrogen atmosphere for 1.5 hours. The precipitate was removed by filtration, and the filtrate was concentrated under a reduced pressure. Ethyl acetate and water were added to the r... Starting materials: COc1cc(F)c(C(OC)C(=O)NCc2ccc(C(=N)NC(=O)OC(C)(C)C)cc2)c(F)c1, O=CO, O. Product: COc1cc(F)c(C(OC)C(=O)NCc2ccc(C(=N)N)cc2)c(F)c1. As a reaction SMILES: [C:1]([O:2][C:3](=[O:4])[NH:7][C:8](=[NH:9])[c:10]1[cH:11][cH:12][c:13]([CH2:16][NH:17][C:18]([CH:19]([O:20][CH3:21])[c:22]2[c:23]([F:31])[cH:24][c:25]([O:29][CH3:30])[cH:26][c:27]2[F:28])=[O:32])[cH:14][cH:15]1)([CH3:5])([CH3:6])[CH3:33].[CH:34]([OH:35])=[O:36].[OH2:37]>>[NH:7]=[C:8]([NH2:9])[c:10]1[cH:11][cH:12][c:13]([CH2:16][NH:17][C:18]([CH:19]([O:20][CH3:21])[c:22]2[c:23]([F:31])[cH:24][c:25]([O:29][CH3:30])[cH:26][c:27]2[F:28])=[O:32])[cH:14][cH:15]1. The reactants are C=CC(=O)N1CCSc2ccccc2C1, ClCCl, O, O=S(=O)(Cl)Cl. Product: C=CC(=O)N1Cc2ccccc2SC(Cl)C1. RXN SMILES: [C:1]([CH:2]=[CH2:3])(=[O:4])[N:5]1[CH2:6][CH2:7][S:8][c:9]2[c:10]([cH:12][cH:13][cH:14][cH:15]2)[CH2:11]1.[CH2:22]([Cl:23])[Cl:24].[OH2:21].[S:16]([Cl:17])(=[O:18])([Cl:19])=[O:20]>>[C:1]([CH:2]=[CH2:3])(=[O:4])[N:5]1[CH2:6][CH:7]([Cl:19])[S:8][c:9]2[c:10]([cH:12][cH:13][cH:14][cH:15]2)[CH2:11]1. Reactants: CCOC(=O)C (AcOEt), BrC1=C(C=CC(=C1)CC1=CC=C(C=C1)OCC)CO ((2-bromo-4-(4-ethoxybenzyl)phenyl)methanol), CN1CCOCC1 (N-methylmorpholine), C[Si](C)(C)Cl (trimethylsilyl chloride). Run in C1CCOC1 (THF), O (H2O). Conditions: temperature 35 celsius, time 5 hour. Yields the product BrC1=C(CO[Si](C)(C)C)C=CC(=C1)CC1=CC=C(C=C1)OCC ((2-bromo-4-(4-ethoxybenzyl)benzyloxy)trimethylsilane). As a reaction SMILES: [Br:1][C:2]1[CH:7]=[C:6]([CH2:8][C:9]2[CH:14]=[CH:13][C:12]([O:15][CH2:16][CH3:17])=[CH:11][CH:10]=2)[CH:5]=[CH:4][C:3]=1[CH2:18][OH:19].CN1CCOCC1.[CH3:27][Si:28](Cl)([CH3:30])[CH3:29].CCOC(C)=O>C1COCC1.O>[Br:1][C:2]1[CH:7]=[C:6]([CH2:8][C:9]2[CH:14]=[CH:13][C:12]([O:15][CH2:16][CH3:17])=[CH:11][CH:10]=2)[CH:5]=[CH:4][C:3]=1[CH2:18][O:19][Si:28]([CH3:30])([CH3:29])[CH3:27]. Reported procedure: To a cooled solution (−10° C.) of (2-bromo-4-(4-ethoxybenzyl)phenyl)methanol (0.137 g, 0.43 mmol) and N-methylmorpholine (0.1 mL, 0.9 mmol) in 2 mL of THF under N2, was added dropwise trimethylsilyl chloride. One hour later, the reaction was allowed to stir at 35° C. for 5 h and then stirred at 20° C. overnight. After dilution with AcOEt, the mixture was cooled to 0° C. prior to cautiously adding H2O at a rate such that the temperature did not exceed 10° C. The organic layer was separated and wa...